Task: describe an organic reaction: reactants, conditions, products, and yield. Dataset: the Open Reaction Database (ORD), a public repository of structured organic reaction records Reactants: CC(=O)C1(c2ccccc2)CCNCC1, CC(=O)OOB(OOC(C)=O)OOC(C)=O, CC(=O)O, CCOC(C)=O, O=CCCCC12CCCc3cccc(c31)NC2=O, ClCCCl, Cl, [Na]. Product: CC(=O)C1(c2ccccc2)CCN(CCCCC23CCCc4cccc(c42)NC3=O)CC1. Reaction SMILES: [C:20]([CH3:21])(=[O:22])[C:23]1([c:29]2[cH:30][cH:31][cH:32][cH:33][cH:34]2)[CH2:24][CH2:25][NH:26][CH2:27][CH2:28]1.[C:39]([O:40][O:41][B:42]([O:43][O:44][C:45](=[O:46])[CH3:47])[O:48][O:49][C:50](=[O:51])[CH3:52])(=[O:53])[CH3:54].[CH3:35][C:36](=[O:37])[OH:38].[CH3:60][CH2:61][O:62][C:63](=[O:64])[CH3:65].[CH:1](=[O:2])[CH2:3][CH2:4][CH2:5][C:6]12[C:7](=[O:18])[NH:8][c:9]3[cH:10][cH:11][cH:12][c:13]([c:14]31)[CH2:15][CH2:16][CH2:17]2.[Cl:56][CH2:57][CH2:58][Cl:59].[ClH:19].[Na:55]>>[CH2:1]([CH2:3][CH2:4][CH2:5][C:6]12[C:7](=[O:18])[NH:8][c:9]3[cH:10][cH:11][cH:12][c:13]([c:14]31)[CH2:15][CH2:16][CH2:17]2)[N:26]1[CH2:25][CH2:24][C:23]([C:20]([CH3:21])=[O:22])([c:29]2[cH:30][cH:31][cH:32][cH:33][cH:34]2)[CH2:28][CH2:27]1. Reactants: CCO, CC(C)C(C(=O)OCC(O)(Cn1ccnc1)c1ccc(Cl)cc1Cl)c1ccc(Cl)cc1, [Na+], [OH-], O. Product: OCC(O)(Cn1ccnc1)c1ccc(Cl)cc1Cl. RXN SMILES: [CH3:34][CH2:35][OH:36].[Cl:1][c:2]1[cH:3][cH:4][c:5]([CH:6]([CH:7]([CH3:8])[CH3:9])[C:10]([O:11][CH2:12][C:13]([CH2:14][n:15]2[cH:16][n:17][cH:18][cH:19]2)([OH:20])[c:21]2[c:22]([Cl:28])[cH:23][c:24]([Cl:27])[cH:25][cH:26]2)=[O:29])[cH:30][cH:31]1.[Na+:33].[OH-:32].[OH2:37]>>[OH:11][CH2:12][C:13]([CH2:14][n:15]1[cH:16][n:17][cH:18][cH:19]1)([OH:20])[c:21]1[c:22]([Cl:28])[cH:23][c:24]([Cl:27])[cH:25][cH:26]1. Reactants: ClC1=CC=C(C=C1)NC(NC=1SC2=C(N1)C=CC(=C2)C(=O)O)=O (2-[3-(4-Chloro-phenyl)-ureido]-benzothiazole-6-carboxylic acid), NC1=CC2=C(NC(O2)=O)C=C1 (6-Amino-3H-benzooxazol-2-one), CCN=C=NCCCN(C)C.Cl (EDCl), C=1C=CC2=C(C1)N=NN2O (HOBt). Solvent: CN(C)C=O (DMF), O (water). Product: O=C1OC2=C(N1)C=CC(=C2)NC(=O)C2=CC1=C(N=C(S1)NC(=O)NC1=CC=C(C=C1)Cl)C=C2 (2-[3-(4-Chloro-phenyl)-ureido]-benzothiazole-6-carboxylic acid (2-oxo-2,3-dihydro-benzooxazol-6-yl)-amide). Yield: 67.7%. As a reaction SMILES: [Cl:1][C:2]1[CH:7]=[CH:6][C:5]([NH:8][C:9](=[O:23])[NH:10][C:11]2[S:12][C:13]3[CH:19]=[C:18]([C:20]([OH:22])=O)[CH:17]=[CH:16][C:14]=3[N:15]=2)=[CH:4][CH:3]=1.[NH2:24][C:25]1[CH:34]=[CH:33][C:28]2[NH:29][C:30](=[O:32])[O:31][C:27]=2[CH:26]=1.CCN=C=NCCCN(C)C.Cl.C1C=CC2N(O)N=NC=2C=1>CN(C=O)C.O>[O:32]=[C:30]1[NH:29][C:28]2[CH:33]=[CH:34][C:25]([NH:24][C:20]([C:18]3[CH:17]=[CH:16][C:14]4[N:15]=[C:11]([NH:10][C:9]([NH:8][C:5]5[CH:4]=[CH:3][C:2]([Cl:1])=[CH:7][CH:6]=5)=[O:23])[S:12][C:13]=4[CH:19]=3)=[O:22])=[CH:26][C:27]=2[O:31]1 |f:2.3|. Procedure details: Starting material 35 (300 mg, 45% content, 0.4 mmol) and 6-Amino-3H-benzooxazol-2-one (30, 58 mg, 0.4 mmol) were dissolved in 2 ml of dry DMF. Then EDCl (96 mg, 0.5 mmol) and HOBt (76 mg, 0.5 mmol) were added. The reaction was stirred at ambient temperature over night. It was then purred into water and the resulting precipitate was filtered. The isolated precipitate was then stirred in 100 ml warm methanol and the non-soluble crystals filtered and washed with methanol. Thereby the desired produc... Starting materials: BrC1=NC=CC=C1Br (2,3-dibromopyridine), CCOC(=O)C (EtOAc), FC1=CC=C(C=C1)B(O)O (4-fluorophenyl boronic acid), C(=O)([O-])[O-].[Na+].[Na+] (Na2CO3). Reagents/catalysts: C=1C=CC(=CC1)[P](C=2C=CC=CC2)(C=3C=CC=CC3)[Pd]([P](C=4C=CC=CC4)(C=5C=CC=CC5)C=6C=CC=CC6)([P](C=7C=CC=CC7)(C=8C=CC=CC8)C=9C=CC=CC9)[P](C=1C=CC=CC1)(C=1C=CC=CC1)C=1C=CC=CC1 (Pd(PPh3)4). The solvent is O (water), O1CCOCC1 (1,4-dioxane). Run at temperature 80 celsius. The product is BrC=1C(=NC=CC1)C1=CC=C(C=C1)F (3-bromo-2-(4-fluorophenyl)pyridine). Reaction SMILES: Br[C:2]1[C:7]([Br:8])=[CH:6][CH:5]=[CH:4][N:3]=1.[F:9][C:10]1[CH:15]=[CH:14][C:13](B(O)O)=[CH:12][CH:11]=1.C([O-])([O-])=O.[Na+].[Na+].CCOC(C)=O>O1CCOCC1.C1C=CC([P]([Pd]([P](C2C=CC=CC=2)(C2C=CC=CC=2)C2C=CC=CC=2)([P](C2C=CC=CC=2)(C2C=CC=CC=2)C2C=CC=CC=2)[P](C2C=CC=CC=2)(C2C=CC=CC=2)C2C=CC=CC=2)(C2C=CC=CC=2)C2C=CC=CC=2)=CC=1.O>[Br:8][C:7]1[C:2]([C:13]2[CH:14]=[CH:15][C:10]([F:9])=[CH:11][CH:12]=2)=[N:3][CH:4]=[CH:5][CH:6]=1 |f:2.3.4,^1:40,42,61,80|. Reported procedure: In a 2-5 mL Smith Process Vial, 2,3-dibromopyridine (300.0 mg, 1.266 mmol), 4-fluorophenyl boronic acid (177.2 mg, 1.266 mmol, 1 equiv) and Pd(PPh3)4 (73.2 mg, 0.063 mmol, 0.05 equiv) were placed. The mixture was suspended in 1,4-dioxane (3 mL) and 2M-Na2CO3 (1 mL) under a nitrogen atmosphere. The mixture was heated at 80° C. for 10 min using the microwave reactor. To the mixture were added EtOAc (70 mL) and water (30 mL). The whole was filtered through Celite (3 g) and the filtrate was washed w... Reactants: C(C1=CC=CC=C1)N(C([O-])=O)CCC1=CC=C(C=C1)Br (N-benzyl-N-[2-(4-bromophenyl)ethyl]-carbamate), COC(=O)C1=CC(=C(C=C1)B(O)O)C ([4-(methoxycarbonyl)-2-methylphenyl]boronic acid), C([O-])([O-])=O.[Na+].[Na+] (sodium carbonate). Reagents/catalysts: C=1C=CC(=CC1)[P](C=2C=CC=CC2)(C=3C=CC=CC3)[Pd]([P](C=4C=CC=CC4)(C=5C=CC=CC5)C=6C=CC=CC6)([P](C=7C=CC=CC7)(C=8C=CC=CC8)C=9C=CC=CC9)[P](C=1C=CC=CC1)(C=1C=CC=CC1)C=1C=CC=CC1 (tetrakis(triphenylphosphine)palladium). Solvent: COCCOC (1,2-dimethoxyethane), C(C)(=O)OCC (ethyl acetate), O (water). Run at temperature 80 celsius, time 2 hour. The product is C(C1=CC=CC=C1)OC(=O)NCCC1=CC=C(C=C1)C1=C(C=C(C=C1)C(=O)OC)C (methyl 4′-[2-[[(benzyloxy)carbonyl]amino]ethyl]-2-methyl-1,1′-biphenyl-4-carboxylate). Yield: 83.9%. RXN SMILES: C([N:8]([CH2:12][CH2:13][C:14]1[CH:19]=[CH:18][C:17](Br)=[CH:16][CH:15]=1)[C:9](=[O:11])[O-:10])C1C=CC=CC=1.[CH3:21][O:22][C:23]([C:25]1[CH:30]=[CH:29][C:28](B(O)O)=[C:27]([CH3:34])[CH:26]=1)=[O:24].C(=O)([O-])[O-].[Na+].[Na+]>COCCOC.C(OCC)(=O)C.O.C1C=CC([P]([Pd]([P](C2C=CC=CC=2)(C2C=CC=CC=2)C2C=CC=CC=2)([P](C2C=CC=CC=2)(C2C=CC=CC=2)C2C=CC=CC=2)[P](C2C=CC=CC=2)(C2C=CC=CC=2)C2C=CC=CC=2)(C2C=CC=CC=2)C2C=CC=CC=2)=CC=1>[CH2:13]([O:10][C:9]([NH:8][CH2:12][CH2:13][C:14]1[CH:15]=[CH:16][C:17]([C:28]2[CH:29]=[CH:30][C:25]([C:23]([O:22][CH3:21])=[O:24])=[CH:26][C:27]=2[CH3:34])=[CH:18][CH:19]=1)=[O:11])[C:14]1[CH:19]=[CH:18][CH:17]=[CH:16][CH:15]=1 |f:2.3.4,^1:57,59,78,97|. Procedure details: To a solution of N-benzyl-N-[2-(4-bromophenyl)ethyl]-carbamate (1.3 g) in 1,2-dimethoxyethane (20 ml) was added [4-(methoxycarbonyl)-2-methylphenyl]boronic acid (792 mg), tetrakis(triphenylphosphine)palladium (360 mg) and aqueous solution of sodium carbonate (2M, 4.1 ml), and the mixture was stirred at 80° C. for 2 hours under nitrogen. The mixture was diluted with ethyl acetate and water. The organic layer was separated, washed with brine, dried over magnesium sulfate and evaporated under reduc...